Dataset: the Open Reaction Database (ORD), a public repository of structured organic reaction records. Task: describe an organic reaction: reactants, conditions, products, and yield The reactants are NC1=CC(=NN1C1=C(C=C(C=C1Cl)Cl)Cl)C (5-amino-3-methyl-1-(2,4,6-trichlorophenyl)pyrazole), IN1C(CCC1=O)=O (N-iodosuccinimide). Solvent: C(C)#N (acetonitrile). Product: NC1=C(C(=NN1C1=C(C=C(C=C1Cl)Cl)Cl)C)I (5-Amino-4-iodo-3-methyl-1-(2,4,6-trichlorophenyl)pyrazole), δ(CDCl3). As a reaction SMILES: [NH2:1][C:2]1[N:6]([C:7]2[C:12]([Cl:13])=[CH:11][C:10]([Cl:14])=[CH:9][C:8]=2[Cl:15])[N:5]=[C:4]([CH3:16])[CH:3]=1.[I:17]N1C(=O)CCC1=O>C(#N)C>[NH2:1][C:2]1[N:6]([C:7]2[C:12]([Cl:13])=[CH:11][C:10]([Cl:14])=[CH:9][C:8]=2[Cl:15])[N:5]=[C:4]([CH3:16])[C:3]=1[I:17]. Procedure: A stirred solution of 5-amino-3-methyl-1-(2,4,6-trichlorophenyl)pyrazole (WO-A-94/13643; 35 g) and N-iodosuccinimide (29 g) in acetonitrile (450 ml) was heated under reflux for 1.5 hours, then the reaction mixture allowed to cool and evaporated under reduced pressure. The residue was dissolved in dichloromethane and the solution washed successively with aqueous sodium thiosulphate solution, water and brine, then dried (Na2SO4) and evaporated under reduced pressure. The resulting dark coloured so... Conditions: time 120 hour. Procedure details: A solution of 11.8 g. of 4-[15-(trifluoromethyl)pentadecylamino]benzoic acid, 1.00 g. of 2-ethoxyethanol and 5.35 ml. of boron trifluoride etherate in 200 ml. of toluene is stirred under reflux for 48 hours. The solution is treated with an additional 5.35 ml. of boron trifluoride etherate and refluxing is continued for 120 hours. Dilution with water and methylene chloride followed by filtration affords the product as a white solid. Starting materials: FC(CCCCCCCCCCCCCCCNC1=CC=C(C(=O)O)C=C1)(F)F (4-[15-(trifluoromethyl)pentadecylamino]benzoic acid), B(F)(F)F.CCOCC (boron trifluoride etherate), C(C)OCCO (2-ethoxyethanol), B(F)(F)F.CCOCC (boron trifluoride etherate). RXN SMILES: [F:1][C:2]([F:29])([F:28])[CH2:3][CH2:4][CH2:5][CH2:6][CH2:7][CH2:8][CH2:9][CH2:10][CH2:11][CH2:12][CH2:13][CH2:14][CH2:15][CH2:16][CH2:17][NH:18][C:19]1[CH:27]=[CH:26][C:22]([C:23]([OH:25])=[O:24])=[CH:21][CH:20]=1.[CH2:30]([O:32][CH2:33][CH2:34]O)[CH3:31].B(F)(F)F.CCOCC>C1(C)C=CC=CC=1>[F:1][C:2]([F:28])([F:29])[CH2:3][CH2:4][CH2:5][CH2:6][CH2:7][CH2:8][CH2:9][CH2:10][CH2:11][CH2:12][CH2:13][CH2:14][CH2:15][CH2:16][CH2:17][NH:18][C:19]1[CH:27]=[CH:26][C:22]([C:23]([O:25][CH2:31][CH2:30][O:32][CH2:33][CH3:34])=[O:24])=[CH:21][CH:20]=1 |f:2.3|. The solvent is C1(=CC=CC=C1)C (toluene). The product is FC(CCCCCCCCCCCCCCCNC1=CC=C(C(=O)OCCOCC)C=C1)(F)F (2-Ethoxyethyl 4-[15-(trifluoromethyl)pentadecylamino]benzoate). Starting materials: CCNC, C1CCOC1, Cc1ccc(S(=O)(=O)OCCOc2ccc3c(c2)c(S(=O)(=O)c2cccc4ccccc24)nn3Cc2cccc(Cl)c2)cc1. The product is CCN(C)CCOc1ccc2c(c1)c(S(=O)(=O)c1cccc3ccccc13)nn2Cc1cccc(Cl)c1. As a reaction SMILES: [CH2:45]([CH3:46])[NH:47][CH3:48].[CH2:49]1[O:50][CH2:51][CH2:52][CH2:53]1.[Cl:1][c:2]1[cH:3][c:4]([CH2:5][n:6]2[n:7][c:8]([S:29](=[O:30])(=[O:31])[c:32]3[cH:33][cH:34][cH:35][c:36]4[cH:37][cH:38][cH:39][cH:40][c:41]34)[c:9]3[cH:10][c:11]([O:15][CH2:16][CH2:17][O:18][S:19]([c:20]4[cH:21][cH:22][c:23]([CH3:24])[cH:25][cH:26]4)(=[O:27])=[O:28])[cH:12][cH:13][c:14]23)[cH:42][cH:43][cH:44]1>>[Cl:1][c:2]1[cH:3][c:4]([CH2:5][n:6]2[n:7][c:8]([S:29](=[O:30])(=[O:31])[c:32]3[cH:33][cH:34][cH:35][c:36]4[cH:37][cH:38][cH:39][cH:40][c:41]34)[c:9]3[cH:10][c:11]([O:15][CH2:16][CH2:17][N:47]([CH2:45][CH3:46])[CH3:48])[cH:12][cH:13][c:14]23)[cH:42][cH:43][cH:44]1. Starting materials: COC(=O)C(O)C(O)C(=O)OC, CO, COc1cc(C=O)ccc1O. Yields the product COC(=O)C1OC(c2ccc(O)c(OC)c2)OC1C(=O)OC. RXN SMILES: [C:12](=[O:13])([O:14][CH3:15])[CH:16]([OH:17])[CH:18]([OH:19])[C:20](=[O:21])[O:22][CH3:23].[CH3:24][OH:25].[O:1]=[CH:2][c:3]1[cH:4][c:5]([O:6][CH3:7])[c:8]([OH:9])[cH:10][cH:11]1>>[O:1]1[CH:2]([c:3]2[cH:4][c:5]([O:6][CH3:7])[c:8]([OH:9])[cH:10][cH:11]2)[O:19][CH:18]([C:20](=[O:21])[O:22][CH3:23])[CH:16]1[C:12](=[O:13])[O:14][CH3:15]. Starting materials: BrC1=CC=C(C=C1)CC(=O)OCC (ethyl (4-bromophenyl)acetate), BrC1=CC=C(C=C1)CC(=O)OCC (ethyl (4-bromophenyl)acetate), [H-] (hydride), CC(C)C[AlH]CC(C)C (DIBAL-H). Conditions: temperature -78 celsius. The product is BrC1=CC=C(C=C1)CC=O ((4-bromophenyl)acetaldehyde). Reaction SMILES: [Br:1][C:2]1[CH:7]=[CH:6][C:5]([CH2:8][C:9](OCC)=[O:10])=[CH:4][CH:3]=1.[H-].CC(C[AlH]CC(C)C)C>>[Br:1][C:2]1[CH:7]=[CH:6][C:5]([CH2:8][CH:9]=[O:10])=[CH:4][CH:3]=1. Procedure: To a cold solution (-78° C.) of 15 g (62 mmol) of ethyl (4-bromophenyl)acetate (Compound A) in 150 ml of CH1Cl2 was added dropwise (over a span of 1 hour) 65 ml (65 mmol) of dffsobutylaluminum hydride (DIBAL-H, 1M solution in hexane). After the DIBAL-H addition was complete, the reaction was stirred at -78° C. for an additional hour. The reaction was quenched by the dropwise addition of methanol (10 ml), followed by water (10 ml) and 10% HCl (40 ml). The mixture was then warmed to 0° C., stirred... Reactants: Example 59 ( f ), [H-].[Na+] (sodium hydride), C1CCOC1 (THF), NC1=CC(=C(C(=O)OCC)C=C1[N+](=O)[O-])F (ethyl 4-amino-2-fluoro-5-nitrobenzoate), FC(CO)F (2,2-difluoroethanol). Run in CN(C)C=O (DMF). The product is NC1=CC(=C(C(=O)OCC)C=C1[N+](=O)[O-])OCC(F)F (Ethyl 4-amino-2-(2,2-difluoroethoxy)-5-nitrobenzoate). Reaction SMILES: [NH2:1][C:2]1[C:12]([N+:13]([O-:15])=[O:14])=[CH:11][C:5]([C:6]([O:8][CH2:9][CH3:10])=[O:7])=[C:4](F)[CH:3]=1.[F:17][CH:18]([F:21])[CH2:19][OH:20].[H-].[Na+].C1COCC1>CN(C=O)C>[NH2:1][C:2]1[C:12]([N+:13]([O-:15])=[O:14])=[CH:11][C:5]([C:6]([O:8][CH2:9][CH3:10])=[O:7])=[C:4]([O:20][CH2:19][CH:18]([F:21])[F:17])[CH:3]=1 |f:2.3|. Procedure details: The sub-title compound was prepared in accordance with Example 59 (f) using ethyl 4-amino-2-fluoro-5-nitrobenzoate (4.80 g; 21.0 mmol), 2,2-difluoroethanol (1.73 g; 21.0 mmol), sodium hydride (0.841 g; 60%; 21.0 mmol), THF (100 mL) and DMF (50 mL). Starting materials: CC1=C(N=CN1)C=O (5-Methyl-1H-imidazole-4-carbaldehyde), C(C)I (Ethyl iodide), [H-].[Na+] (NaH). The solvent is C1CCOC1 (THF), CN(C)C=O (DMF). Conditions: time 5 minute. The product is C(C)N1C=NC(=C1C)C=O (1-Ethyl-5-methyl-1H-imidazole-4-carbaldehyde). Isolated yield 33.2%. RXN SMILES: [CH3:1][C:2]1[NH:6][CH:5]=[N:4][C:3]=1[CH:7]=[O:8].[H-].[Na+].[CH2:11](I)[CH3:12]>C1COCC1.CN(C=O)C>[CH2:11]([N:6]1[C:2]([CH3:1])=[C:3]([CH:7]=[O:8])[N:4]=[CH:5]1)[CH3:12] |f:1.2|. Reported procedure: 5-Methyl-1H-imidazole-4-carbaldehyde (940 mg, 8.5 mmol) was dissolved in THF (40 ml) with DMF (5 ml). NaH (380 mg of a 60% dispersion in mineral oil) was added carefully and the reaction mixture was allowed to stir for 5 min. under nitrogen. Ethyl iodide (1.65 g, 9.7 mmol) was added and it was allowed to stir for 1 h, at which time the reaction was judged complete. The solvent was removed under vacuum, and the crude was purified on silica eluted with 100% ethyl acetate—1% MeOH/ethyl acetate to y... Reactants: C(C)N(C(=O)C=1C(=CC=C(C1)OC)C1=C(C=CC=C1)OC(C)C)CC (N,N-diethyl-2'-isopropoxy-4-methoxy-biphenyl-2-carboxamide), saturated solution, [Cl-].[NH4+] (ammonium chloride), C(CCC)[Li] (n-butyl lithium), C(C)(C)NC(C)C (diisopropylamine). The solvent is O1CCCC1 (THF), O1CCCC1 (tetrahydrofuran). Run at temperature 65 celsius, time 5 minute. The product is C(C)(C)OC1=C2C=3C=CC(=CC3C(C2=CC=C1)=O)OC (5-isopropoxy-2-methoxy-fluoren-9-one). Isolated yield 54.2%. As a reaction SMILES: C([Li])CCC.C(NC(C)C)(C)C.C(N(CC)[C:16]([C:18]1[C:19]([C:26]2[CH:31]=[CH:30][CH:29]=[CH:28][C:27]=2[O:32][CH:33]([CH3:35])[CH3:34])=[CH:20][CH:21]=[C:22]([O:24][CH3:25])[CH:23]=1)=[O:17])C.[Cl-].[NH4+]>O1CCCC1>[CH:33]([O:32][C:27]1[CH:28]=[CH:29][CH:30]=[C:31]2[C:26]=1[C:19]1[CH:20]=[CH:21][C:22]([O:24][CH3:25])=[CH:23][C:18]=1[C:16]2=[O:17])([CH3:35])[CH3:34] |f:3.4|. Procedure: Combine n-butyl lithium (22.00 mL of 2.5 M, 0.055 mole) and diisopropylamine (6.07 g, 0.060 mole), while stirring, in 150 mL tetrahydrofuran (THF) at -50° C. Wait approximately 5 minutes, then dropwise add N,N-diethyl-2'-isopropoxy-4-methoxy-biphenyl-2-carboxamide (3.80 g, 0.011 mole) dissolved in 50 mL THF. Remove the cooling source and allow the reaction to obtain ambient temperature, then stir while heating at 65° C. for 5 hours. The reaction changes color to orange, then to dark brown. Conti...